Dataset: the Open Reaction Database (ORD), a public repository of structured organic reaction records. Task: describe an organic reaction: reactants, conditions, products, and yield The reactants are O (water), [Cl-].[NH4+] (ammonium chloride), C1(=CC=CC=C1)C1(CC(C(C2CN(CC12)C(CC1=CC=C(C=C1)[N+](=O)[O-])=O)(O)C1=C(C=CC=C1)OC)O)C1=CC=CC=C1 ((3aRS,4RS,5RS,7aRS)-7,7-diphenyl-4-(2-methoxyphenyl)-2-[(4-nitrophenyl)acetyl]perhydro-4,5-isoindolediol). Solvent: CO (methanol). Yield: 74.9%. Procedure: To a solution of 1 g of (3aRS,4RS,5RS,7aRS)-7,7-diphenyl-4-(2-methoxyphenyl)-2-[(4-nitrophenyl)acetyl]perhydro-4,5-isoindolediol in 3.3 cm3 of methanol, maintained at a temperature of 50° C., are added 33 cm3 of water, 4.6 g of ammonium chloride and 2.2 g of zinc powder. The reaction mixture is brought to reflux for 30 minutes, cooled to room temperature and then washed with twice 50 cm3 of dichloromethane. The organic phase is separated off after settling, dried over magnesium sulphate, filtere... As a reaction SMILES: [C:1]1([C:7]2([C:38]3[CH:43]=[CH:42][CH:41]=[CH:40][CH:39]=3)[CH:15]3[CH:11]([CH2:12][N:13]([C:16](=[O:27])[CH2:17][C:18]4[CH:23]=[CH:22][C:21]([N+:24]([O-])=O)=[CH:20][CH:19]=4)[CH2:14]3)[C:10]([C:29]3[CH:34]=[CH:33][CH:32]=[CH:31][C:30]=3[O:35][CH3:36])([OH:28])[CH:9]([OH:37])[CH2:8]2)[CH:6]=[CH:5][CH:4]=[CH:3][CH:2]=1.O.[Cl-].[NH4+]>CO.[Zn]>[C:38]1([C:7]2([C:1]3[CH:6]=[CH:5][CH:4]=[CH:3][CH:2]=3)[CH:15]3[CH:11]([CH2:12][N:13]([C:16](=[O:27])[CH2:17][C:18]4[CH:19]=[CH:20][C:21]([NH2:24])=[CH:22][CH:23]=4)[CH2:14]3)[C:10]([C:29]3[CH:34]=[CH:33][CH:32]=[CH:31][C:30]=3[O:35][CH3:36])([OH:28])[CH:9]([OH:37])[CH2:8]2)[CH:39]=[CH:40][CH:41]=[CH:42][CH:43]=1 |f:2.3|. Product: C1(=CC=CC=C1)C1(CC(C(C2CN(CC12)C(CC1=CC=C(C=C1)N)=O)(O)C1=C(C=CC=C1)OC)O)C1=CC=CC=C1 ((3aRS,4RS,5RS,7aRS)-7,7-diphenyl-4-(2-methoxyphenyl)-2-[(4-aminophenyl)acetyl]perhydro-4,5-isoindolediol). Reagents/catalysts: [Zn] (zinc). Reactants: Cl (hydrochloric acid), ClC1=CC(=C(N=N1)C(F)(F)F)C1=CC=CC=C1 (6-Chloro-4-phenyl-3-trifluoromethyl-pyridazine), C[C@@H]1N[C@@H](CNC1)C (2,6-cis-dimethylpiperazine), C(C)(C)N(CC)C(C)C (diisopropylethylamine). The solvent is C(C)OCC (diethyl ether), C(C)#N (acetonitrile). Conditions: temperature 180 celsius, time 30 minute. The product is C[C@@H]1CN(C[C@@H](N1)C)C1=CC(=C(N=N1)C(F)(F)F)C1=CC=CC=C1 (cis-6-(3,5-Dimethylpiperazin-1-yl)-4-phenyl-3-trifluoromethyl-pyridazine). Yield: 29.7%. RXN SMILES: Cl[C:2]1[N:7]=[N:6][C:5]([C:8]([F:11])([F:10])[F:9])=[C:4]([C:12]2[CH:17]=[CH:16][CH:15]=[CH:14][CH:13]=2)[CH:3]=1.[CH3:18][C@H:19]1[CH2:24][NH:23][CH2:22][C@@H:21]([CH3:25])[NH:20]1.C(N(C(C)C)CC)(C)C.Cl>C(#N)C.C(OCC)C>[CH3:18][C@H:19]1[NH:20][C@@H:21]([CH3:25])[CH2:22][N:23]([C:2]2[N:7]=[N:6][C:5]([C:8]([F:11])([F:10])[F:9])=[C:4]([C:12]3[CH:17]=[CH:16][CH:15]=[CH:14][CH:13]=3)[CH:3]=2)[CH2:24]1. Procedure: A mixture of 6-chloro-4-phenyl-3-trifluoromethyl-pyridazine (D3) (0.15 g, 0.58 mmol), 2,6-cis-dimethylpiperazine (0.097 g, 0.87 mmol) and diisopropylethylamine (0.202 ml, 1.16 mmol) in acetonitrile (3 ml) was stirred at 180° C. for 30 min., under microwave irradiation. The solvent was evaporated in vacuo and then dichloromethane and a saturated solution of ammonium chloride were added. The mixture was filtered and the solvent evaporated in vacuo. The residue was purified by column chromatography... Starting materials: Cn1c(SCc2ccc(C(=O)c3ccc(Cl)nc3)cc2)nc2ccsc2c1=O, C1CCN(C2CCNCC2)CC1, c1ccncc1. The product is Cl, Cn1c(SCc2ccc(C(=O)c3ccc(N4CCC(N5CCCCC5)CC4)nc3)cc2)nc2ccsc2c1=O. Reaction SMILES: [Cl:1][c:2]1[n:3][cH:4][c:5]([C:6](=[O:7])[c:8]2[cH:9][cH:10][c:11]([CH2:12][S:13][c:14]3[n:15]([CH3:24])[c:16](=[O:23])[c:17]4[c:18]([n:19]3)[cH:20][cH:21][s:22]4)[cH:25][cH:26]2)[cH:27][cH:28]1.[N:29]1([CH:35]2[CH2:36][CH2:37][NH:38][CH2:39][CH2:40]2)[CH2:30][CH2:31][CH2:32][CH2:33][CH2:34]1.[cH:41]1[cH:42][cH:43][n:44][cH:45][cH:46]1>>[ClH:1].[c:2]1([N:38]2[CH2:37][CH2:36][CH:35]([N:29]3[CH2:30][CH2:31][CH2:32][CH2:33][CH2:34]3)[CH2:40][CH2:39]2)[n:3][cH:4][c:5]([C:6](=[O:7])[c:8]2[cH:9][cH:10][c:11]([CH2:12][S:13][c:14]3[n:15]([CH3:24])[c:16](=[O:23])[c:17]4[c:18]([n:19]3)[cH:20][cH:21][s:22]4)[cH:25][cH:26]2)[cH:27][cH:28]1. The reactants are COc1ccc(C2CO2)cn1, CC#N, [O-][Cl+3]([O-])([O-])[O-], [Li+], [N-]=[N+]=[N-], [Na+]. Reaction SMILES: [CH3:1][O:2][c:3]1[n:4][cH:5][c:6]([CH:9]2[O:10][CH2:11]2)[cH:7][cH:8]1.[CH3:22][C:23]#[N:24].[Cl+3:16]([O-:17])([O-:18])([O-:19])[O-:20].[Li+:21].[N-:13]=[N+:14]=[N-:15].[Na+:12]>>[CH3:1][O:2][c:3]1[n:4][cH:5][c:6]([CH:9]([CH2:11][OH:10])[N:13]=[N+:14]=[N-:15])[cH:7][cH:8]1. The product is COc1ccc(C(CO)N=[N+]=[N-])cn1. Reactants: BrC1=CC(=C(C=C1)C1=C(C=C2C(=N1)OC(CC2NC(C(C)(C)C)=O)(C)C)C2=CC=C(C=C2)Cl)Cl (N-[7-(4-Bromo-2-chlorophenyl)-6-(4-chlorophenyl)-2,2-dimethyl-3,4-dihydro-2H-pyrano[2,3-b]pyridin-4-yl]-2,2-dimethylpropanamide), CN(C)C=O (DMF). The reagents and catalysts are [C-]#N.[C-]#N.[Zn+2] (Zn(CN)2), C1=CC=C(C=C1)/C=C/C(=O)/C=C/C2=CC=CC=C2.C1=CC=C(C=C1)/C=C/C(=O)/C=C/C2=CC=CC=C2.C1=CC=C(C=C1)/C=C/C(=O)/C=C/C2=CC=CC=C2.C(Cl)(Cl)Cl.[Pd].[Pd] (tris(dibenzylideneacetone)dipalladium(0) chloroform adduct), C1=CC=C(C=C1)P([C-]2C=CC=C2)C3=CC=CC=C3.C1=CC=C(C=C1)P([C-]2C=CC=C2)C3=CC=CC=C3.[Fe+2] (dppf), O (H2O). Run at temperature 120 celsius, time 16 hour. Yields the product ClC1=C(C=CC(=C1)C#N)C1=C(C=C2C(=N1)OC(CC2NC(C(C)(C)C)=O)(C)C)C2=CC=C(C=C2)Cl (N-[7-(2-Chloro-4-cyanophenyl)-6-(4-chlorophenyl)-2,2-dimethyl-3,4-dihydro-2H-pyrano[2,3-b]pyridin-4-yl]-2,2-dimethylpropanamide). RXN SMILES: Br[C:2]1[CH:7]=[CH:6][C:5]([C:8]2[N:13]=[C:12]3[O:14][C:15]([CH3:26])([CH3:25])[CH2:16][CH:17]([NH:18][C:19](=[O:24])[C:20]([CH3:23])([CH3:22])[CH3:21])[C:11]3=[CH:10][C:9]=2[C:27]2[CH:32]=[CH:31][C:30]([Cl:33])=[CH:29][CH:28]=2)=[C:4]([Cl:34])[CH:3]=1.[CH3:35][N:36](C=O)C>O.[C-]#N.[C-]#N.[Zn+2].C1C=CC(/C=C/C(/C=C/C2C=CC=CC=2)=O)=CC=1.C1C=CC(/C=C/C(/C=C/C2C=CC=CC=2)=O)=CC=1.C1C=CC(/C=C/C(/C=C/C2C=CC=CC=2)=O)=CC=1.C(Cl)(Cl)Cl.[Pd].[Pd].C1C=CC(P(C2C=CC=CC=2)[C-]2C=CC=C2)=CC=1.C1C=CC(P(C2C=CC=CC=2)[C-]2C=CC=C2)=CC=1.[Fe+2]>[Cl:34][C:4]1[CH:3]=[C:2]([C:35]#[N:36])[CH:7]=[CH:6][C:5]=1[C:8]1[N:13]=[C:12]2[O:14][C:15]([CH3:25])([CH3:26])[CH2:16][CH:17]([NH:18][C:19](=[O:24])[C:20]([CH3:22])([CH3:23])[CH3:21])[C:11]2=[CH:10][C:9]=1[C:27]1[CH:28]=[CH:29][C:30]([Cl:33])=[CH:31][CH:32]=1 |f:3.4.5,6.7.8.9.10.11,12.13.14|. Reported procedure: To a suspension of the product of Step A (141 mg, 0.25 mmol), Zn(CN)2 (29.4 mg, 0.25 mmol), tris(dibenzylideneacetone)dipalladium(0) chloroform adduct (5.2 mg, 0.005 mmol), and dppf (6.9 mg, 0.01 mmol) in 5.0 mL of DMF was added one drop of H2O. The solution was degassed and stirred at 120° C. for 16 h, the reaction mixture was cooled to rt and diluted with EtOAc (20 mL). The solid was filtered off and washed with EtOAc. The filtrate was concentrated and chromatography on a Biotage 40+M cartridg...